This data is from the Open Reaction Database (ORD), a public repository of structured organic reaction records. The task is: describe an organic reaction: reactants, conditions, products, and yield Reactants: FC=1C=CC(=NC1)[C@@H](C)NC(C1=CC(=CC(=C1)C1=NC=C(C=C1)C)C=O)=O (N-[(1R)-1-(5-fluoro-2-pyridinyl)ethyl]-3-formyl-5-(5-methyl-2-pyridinyl)benzamide), O1CCOCC1 (dioxane), N1=CC=CC=C1 (pyridine), [Cl-].[NH4+] (ammonium chloride), O (water). Run at temperature 70 celsius, time 18 hour. Product: FC=1C=CC(=NC1)[C@@H](C)NC(C1=CC(=CC(=C1)C1=NC=C(C=C1)C)/C=N/O)=O (N-[(1R)-1-(5-fluoro-2-pyridinyl)ethyl]-3-[(E)-(hydroxyimino)methyl]-5-(5-methyl-2-pyridinyl)benzamide). RXN SMILES: [F:1][C:2]1[CH:3]=[CH:4][C:5]([C@H:8]([NH:10][C:11](=[O:27])[C:12]2[CH:17]=[C:16]([C:18]3[CH:23]=[CH:22][C:21]([CH3:24])=[CH:20][N:19]=3)[CH:15]=[C:14]([CH:25]=O)[CH:13]=2)[CH3:9])=[N:6][CH:7]=1.O1CCOCC1.N1C=CC=CC=1.[Cl-].[NH4+:41].[OH2:42]>>[F:1][C:2]1[CH:3]=[CH:4][C:5]([C@H:8]([NH:10][C:11](=[O:27])[C:12]2[CH:17]=[C:16]([C:18]3[CH:23]=[CH:22][C:21]([CH3:24])=[CH:20][N:19]=3)[CH:15]=[C:14](/[CH:25]=[N:41]/[OH:42])[CH:13]=2)[CH3:9])=[N:6][CH:7]=1 |f:3.4|. Procedure: To a solution of N-[(1R)-1-(5-fluoro-2-pyridinyl)ethyl]-3-formyl-5-(5-methyl-2-pyridinyl)benzamide (1.10 g, 3.01 mmol) in dioxane (15 mL) hydroxylamine hydrochloride salt (0.314 g, 4.52 mmol) and pyridine (0.73 mL, 9.04 mmol). The reaction mixture was stirred at 70° C. for 18 h. The mixture was cooled to ambient temperature. Saturated aqueous ammonium chloride and water were added. The mixture was extracted with dichloromethane (3×). The combined organic extracts were washed with brine, dried ov... Reactants: BrCc1ccccc1CBr, CCN(C(C)C)C(C)C, CN(C)C=O, CN1Cc2c(-c3nc(CN)no3)ncn2-c2ccccc2C1=O. Product: CN1Cc2c(-c3nc(CN4Cc5ccccc5C4)no3)ncn2-c2ccccc2C1=O. As a reaction SMILES: [Br:33][CH2:34][c:35]1[c:36]([CH2:41][Br:42])[cH:37][cH:38][cH:39][cH:40]1.[CH2:24]([N:25]([CH:26]([CH3:27])[CH3:28])[CH:29]([CH3:30])[CH3:31])[CH3:32].[CH3:43][N:44]([CH3:45])[CH:46]=[O:47].[NH2:1][CH2:2][c:3]1[n:4][o:5][c:6](-[c:8]2[n:9][cH:10][n:11]3[c:12]2[CH2:13][N:14]([CH3:23])[C:15](=[O:22])[c:16]2[c:17]-3[cH:18][cH:19][cH:20][cH:21]2)[n:7]1>>[N:1]1([CH2:2][c:3]2[n:4][o:5][c:6](-[c:8]3[n:9][cH:10][n:11]4[c:12]3[CH2:13][N:14]([CH3:23])[C:15](=[O:22])[c:16]3[c:17]-4[cH:18][cH:19][cH:20][cH:21]3)[n:7]2)[CH2:34][c:35]2[c:36]([cH:37][cH:38][cH:39][cH:40]2)[CH2:41]1. The reactants are CC(C)n1c(=O)sc2cc(F)ccc21, O=[N+]([O-])O, O=S(=O)(O)O. The product is CC(C)n1c(=O)sc2cc(F)c([N+](=O)[O-])cc21. RXN SMILES: [F:1][c:2]1[cH:3][c:4]2[c:5]([n:6]([CH:10]([CH3:11])[CH3:12])[c:7](=[O:9])[s:8]2)[cH:13][cH:14]1.[OH:15][N+:16]([O-:17])=[O:18].[S:19](=[O:20])(=[O:21])([OH:22])[OH:23]>>[F:1][c:2]1[cH:3][c:4]2[c:5]([n:6]([CH:10]([CH3:11])[CH3:12])[c:7](=[O:9])[s:8]2)[cH:13][c:14]1[N+:16](=[O:15])[O-:17]. Starting materials: N#Cc1csc([N+](=O)[O-])c1Br, CCCC[Sn](CCCC)(CCCC)c1cnccn1, C1COCCO1, c1ccc(P(c2ccccc2)(c2ccccc2)[Pd](P(c2ccccc2)(c2ccccc2)c2ccccc2)(P(c2ccccc2)(c2ccccc2)c2ccccc2)P(c2ccccc2)(c2ccccc2)c2ccccc2)cc1. The product is N#Cc1csc([N+](=O)[O-])c1-c1cnccn1. As a reaction SMILES: [Br:1][c:2]1[c:3]([C:10]#[N:11])[cH:4][s:5][c:6]1[N+:7](=[O:8])[O-:9].[CH2:12]([Sn:13]([CH2:14][CH2:15][CH2:16][CH3:17])([CH2:18][CH2:19][CH2:20][CH3:21])[c:25]1[n:26][cH:27][cH:28][n:29][cH:30]1)[CH2:22][CH2:23][CH3:24].[O:31]1[CH2:32][CH2:33][O:34][CH2:35][CH2:36]1.[cH:37]1[cH:38][cH:39][c:40]([P:41]([Pd:42]([P:43]([c:44]2[cH:45][cH:46][cH:47][cH:48][cH:49]2)([c:50]2[cH:51][cH:52][cH:53][cH:54][cH:55]2)[c:56]2[cH:57][cH:58][cH:59][cH:60][cH:61]2)([P:62]([c:63]2[cH:64][cH:65][cH:66][cH:67][cH:68]2)([c:69]2[cH:70][cH:71][cH:72][cH:73][cH:74]2)[c:75]2[cH:76][cH:77][cH:78][cH:79][cH:80]2)[P:81]([c:82]2[cH:83][cH:84][cH:85][cH:86][cH:87]2)([c:88]2[cH:89][cH:90][cH:91][cH:92][cH:93]2)[c:94]2[cH:95][cH:96][cH:97][cH:98][cH:99]2)([c:100]2[cH:101][cH:102][cH:103][cH:104][cH:105]2)[c:106]2[cH:107][cH:108][cH:109][cH:110][cH:111]2)[cH:112][cH:113]1>>[c:2]1(-[c:25]2[n:26][cH:27][cH:28][n:29][cH:30]2)[c:3]([C:10]#[N:11])[cH:4][s:5][c:6]1[N+:7](=[O:8])[O-:9]. Reactants: BrC=1C=C2CC(COC2=CC1)[N+](=O)[O-] (6-bromo-3-nitro-chroman). Reagents/catalysts: [Zn] (zinc). Solvent: C(C)(=O)O (acetic acid). Reaction conditions: temperature 100 celsius. Yields the product BrC=1C=C2CC(COC2=CC1)N (6-bromo-chroman-3-ylamine). Yield: 62.6%. As a reaction SMILES: [Br:1][C:2]1[CH:3]=[C:4]2[C:9](=[CH:10][CH:11]=1)[O:8][CH2:7][CH:6]([N+:12]([O-])=O)[CH2:5]2>C(O)(=O)C.[Zn]>[Br:1][C:2]1[CH:3]=[C:4]2[C:9](=[CH:10][CH:11]=1)[O:8][CH2:7][CH:6]([NH2:12])[CH2:5]2. Reported procedure: To a solution of 6-bromo-3-nitro-chroman (2.18 g, 8.4 mmol) in glacial acetic acid (150 mL) was added zinc dust (11 g, 170 mmol). The mixture was heated to 100° C. for 20 min. The zinc dust was filtered off and washed with CH2Cl2. The solvent was evaporated in vacuo and the residue partitioned between 1N aqueous HCl (40 mL) and CH2Cl2 (40 mL). The aqueous phase was separated and its pH was adjusted to 11 with 2N NaOH, which was then extracted with CH2Cl2 (50 mL×3). The combined organic phase was... Reactants: C(C1=CC=CC=C1)C=1C=NC2=C(C=CC=C2C1C=1C=C(C=CC1)N)C(F)(F)F ({3-[3-benzyl-8-(trifluoromethyl)quinolin-4-yl]phenyl}amine), C(C1=CC=CC=C1)OC1=C(C=C(C=O)C=C1)OC (4-benzyloxy-3-methoxybenzaldehyde). The product is C(C1=CC=CC=C1)OC1=C(C=C(CNC2=CC(=CC=C2)C2=C(C=NC3=C(C=CC=C23)C(F)(F)F)CC2=CC=CC=C2)C=C1)OC (N-[4-(BENZYLOXY)-3-METHOXYBENZYL]-3-[3-BENZYL-8-(TRIFLUOROMETHYL)QUINOLIN-4-YL]ANILINE). As a reaction SMILES: [CH2:1]([C:8]1[CH:9]=[N:10][C:11]2[C:16]([C:17]=1[C:18]1[CH:19]=[C:20]([NH2:24])[CH:21]=[CH:22][CH:23]=1)=[CH:15][CH:14]=[CH:13][C:12]=2[C:25]([F:28])([F:27])[F:26])[C:2]1[CH:7]=[CH:6][CH:5]=[CH:4][CH:3]=1.[CH2:29]([O:36][C:37]1[CH:44]=[CH:43][C:40]([CH:41]=O)=[CH:39][C:38]=1[O:45][CH3:46])[C:30]1[CH:35]=[CH:34][CH:33]=[CH:32][CH:31]=1>>[CH2:29]([O:36][C:37]1[CH:44]=[CH:43][C:40]([CH2:41][NH:24][C:20]2[CH:21]=[CH:22][CH:23]=[C:18]([C:17]3[C:16]4[C:11](=[C:12]([C:25]([F:28])([F:26])[F:27])[CH:13]=[CH:14][CH:15]=4)[N:10]=[CH:9][C:8]=3[CH2:1][C:2]3[CH:3]=[CH:4][CH:5]=[CH:6][CH:7]=3)[CH:19]=2)=[CH:39][C:38]=1[O:45][CH3:46])[C:30]1[CH:31]=[CH:32][CH:33]=[CH:34][CH:35]=1. Procedure: The title compound was prepared from {3-[3-benzyl-8-(trifluoromethyl)quinolin-4-yl]phenyl}amine and 4-benzyloxy-3-methoxybenzaldehyde according to the procedure of step 1, Example 66. MS (ESI) m/z 605. Starting materials: CC1(C2=CC=CC=C2NC=2C=CC=CC12)C (9,9-dimethylacridan), CC1CCC(N1)=O (5-methyl-2-pyrrolidinone), P(=O)(Cl)(Cl)Cl (phosphorus oxychloride), [OH-].[K+] (potassium hydroxide), acetone-ether, Cl.CC1(C2=CC=CC=C2N(C=2C=CC=CC12)C=1N(C(CC1)C)C1=NC(CC1)C)C (9,9-DIMETHYL-10-[5-METHYL-1-(5-METHYL-1 -PYRROLIN-2-YL)-2-PYRROLIN-2-YL]ACRIDAN HYDROCHLORIDE). The solvent is ClCCCl (1,2-dichloroethane). The product is CC1(C2=CC=CC=C2N(C=2C=CC=CC12)C=1N(C(CC1)C)C1=NC(CC1)C)C (9,9-DIMETHYL-10-[5-METHYL-1-(5-METHYL-1-PYRROLIN-2-YL)-2-PYRROLIN-2-YL]ACRIDAN), hydrochloride salt. Yield: 35.0%. RXN SMILES: CC1NC(=O)CC1.P(Cl)(Cl)(Cl)=O.CC1(C)C2C=CC=CC=2NC2C1=CC=CC=2.[OH-].[K+].Cl.[CH3:32][C:33]1([CH3:59])[C:46]2[CH:45]=[CH:44][CH:43]=[CH:42][C:41]=2[N:40]([C:47]2[N:48]([C:53]3[CH2:57][CH2:56][CH:55]([CH3:58])[N:54]=3)[CH:49]([CH3:52])[CH2:50][CH:51]=2)[C:39]2[C:34]1=[CH:35][CH:36]=[CH:37][CH:38]=2>ClCCCl>[CH3:59][C:33]1([CH3:32])[C:46]2[CH:45]=[CH:44][CH:43]=[CH:42][C:41]=2[N:40]([C:47]2[N:48]([C:53]3[CH2:57][CH2:56][CH:55]([CH3:58])[N:54]=3)[CH:49]([CH3:52])[CH2:50][CH:51]=2)[C:39]2[C:34]1=[CH:35][CH:36]=[CH:37][CH:38]=2 |f:3.4,5.6|. Procedure: A mixture of 5-methyl-2-pyrrolidinone (2.0 g., 0.02 mole) and phosphorus oxychloride (3.0 g., 0.02 mole) in 15 ml. of 1,2-dichloroethane after standing 15 hr. at room temperature is combined with 9,9-dimethylacridan (2.1 g., 0.01 mole) after a 48 hr. period is added to 30 ml. of 5N potassium hydroxide and 30 g. of crushed ice. The 1,2-dichloroethane fraction is separated, extracted with 50 ml. of 1.5N hydrochloric acid and 50 ml. of water and dried over magnesium sulfate. Concentration of the 1,... Starting materials: ClCC1=NC(=NO1)C=1N=CN2C1CN(C(C1=C2C=CC=C1)=O)C (3-(5-chloromethyl-1,2,4-oxadiazol-3-yl)-5-methyl-5,6-dihydro-4H-imidazo[1,5-a][1,4]benzodiazepin-6-one), CC1(CNCCC1)C (3,3-dimethylpiperidine). The solvent is CN(C=O)C (N,N-dimethylformamide). Product: CC1(CN(CCC1)CC1=NC(=NO1)C=1N=CN2C1CN(C(C1=C2C=CC=C1)=O)C)C (3-[5-(3,3-dimethylpiperidin-1-yl)methyl-1,2,4-oxadiazol-3-yl]-5-methyl-5,6-dihydro-4H-imidazo[1,5-a][1,4]benzodiazepin-6-one). The yield is 92.8%. As a reaction SMILES: Cl[CH2:2][C:3]1[O:7][N:6]=[C:5]([C:8]2[N:9]=[CH:10][N:11]3[C:17]4[CH:18]=[CH:19][CH:20]=[CH:21][C:16]=4[C:15](=[O:22])[N:14]([CH3:23])[CH2:13][C:12]=23)[N:4]=1.[CH3:24][C:25]1([CH3:31])[CH2:30][CH2:29][CH2:28][NH:27][CH2:26]1>CN(C)C=O>[CH3:24][C:25]1([CH3:31])[CH2:30][CH2:29][CH2:28][N:27]([CH2:2][C:3]2[O:7][N:6]=[C:5]([C:8]3[N:9]=[CH:10][N:11]4[C:17]5[CH:18]=[CH:19][CH:20]=[CH:21][C:16]=5[C:15](=[O:22])[N:14]([CH3:23])[CH2:13][C:12]=34)[N:4]=2)[CH2:26]1. Procedure: 1.15 g (3.5 mmol) of 3-(5-chloromethyl-1,2,4-oxadiazol-3-yl)-5-methyl-5,6-dihydro-4H-imidazo[1,5-a][1,4]benzodiazepin-6-one were stirred at room temperature for 1 hour with 1 g (8.8 mmol) of 3,3-dimethylpiperidine and 10 ml of N,N-dimethylformamide. By evaporation of the reaction mixture and chromatography of the residue on silica gel while eluting with ethyl acetate/ethanol 9/1 there were obtained 1.32 g (92%) of 3-[5-(3,3-dimethylpiperidin-1-yl)methyl-1,2,4-oxadiazol-3-yl]-5-methyl-5,6-dihydro...